Dataset: the Open Reaction Database (ORD), a public repository of structured organic reaction records. Task: describe an organic reaction: reactants, conditions, products, and yield Reactants: C(C)(C)(C)OC(=O)NC=1C=CC(=C(C1)C1=CC=C(C=C1)C(=O)O)OC(F)(F)F (5′-tert-butoxycarbonylamino-2′-trifluoromethoxy-biphenyl-4-carboxylic acid), C(CC)S(=O)(=O)N1CCN(CC1)CC1=CC=C(C=C1)N (4-[4-(propane-1-sulfonyl)-piperazin-1-ylmethyl]-phenylamine), CCN=C=NCCCN(C)C (EDAC), C=1C=CC2=C(C1)N=NN2O (HOBT), CN1CCOCC1 (N-Methylmorpholine). Solvent: CN(C)C=O (DMF). Conditions: time 16 hour. Product: C(C)(C)(C)OC(NC=1C=C(C(=CC1)OC(F)(F)F)C1=CC=C(C=C1)C(NC1=CC=C(C=C1)CN1CCN(CC1)S(=O)(=O)CCC)=O)=O ((4′-{4-[4-(propane-1-sulfonyl)-piperazin-1-ylmethyl]-phenylcarbamoyl}-6-trifluoromethoxy-biphenyl-3-yl)-carbamic acid tert-butyl ester). RXN SMILES: [C:1]([O:5][C:6]([NH:8][C:9]1[CH:10]=[CH:11][C:12]([O:24][C:25]([F:28])([F:27])[F:26])=[C:13]([C:15]2[CH:20]=[CH:19][C:18]([C:21]([OH:23])=O)=[CH:17][CH:16]=2)[CH:14]=1)=[O:7])([CH3:4])([CH3:3])[CH3:2].[CH2:29]([S:32]([N:35]1[CH2:40][CH2:39][N:38]([CH2:41][C:42]2[CH:47]=[CH:46][C:45]([NH2:48])=[CH:44][CH:43]=2)[CH2:37][CH2:36]1)(=[O:34])=[O:33])[CH2:30][CH3:31].CCN=C=NCCCN(C)C.C1C=CC2N(O)N=NC=2C=1.CN1CCOCC1>CN(C=O)C>[C:1]([O:5][C:6](=[O:7])[NH:8][C:9]1[CH:14]=[C:13]([C:15]2[CH:20]=[CH:19][C:18]([C:21](=[O:23])[NH:48][C:45]3[CH:46]=[CH:47][C:42]([CH2:41][N:38]4[CH2:37][CH2:36][N:35]([S:32]([CH2:29][CH2:30][CH3:31])(=[O:34])=[O:33])[CH2:40][CH2:39]4)=[CH:43][CH:44]=3)=[CH:17][CH:16]=2)[C:12]([O:24][C:25]([F:26])([F:27])[F:28])=[CH:11][CH:10]=1)([CH3:3])([CH3:2])[CH3:4]. Procedure: A mixture of 5′-tert-butoxycarbonylamino-2′-trifluoromethoxy-biphenyl-4-carboxylic acid (300 mg), 4-[4-(propane-1-sulfonyl)-piperazin-1-ylmethyl]-phenylamine (224 mg), EDAC (144 mg), HOBT (102 mg) and N-Methylmorpholine (166 ul) in dry DMF (3 ml) was stirred for 16 hrs. Reactants: [Al+3], CCc1cc2c(cc1CC)CC(NC(=O)c1ccccc1)C2, C1CCOC1, [H-], [H-], [H-], [H-], [Li+]. Yields the product CCc1cc2c(cc1CC)CC(NCc1ccccc1)C2. RXN SMILES: [Al+3:24].[CH2:1]([CH3:2])[c:3]1[cH:4][c:5]2[c:9]([cH:10][c:11]1[CH2:12][CH3:13])[CH2:8][CH:7]([NH:14][C:15]([c:16]1[cH:17][cH:18][cH:19][cH:20][cH:21]1)=[O:22])[CH2:6]2.[CH2:29]1[O:30][CH2:31][CH2:32][CH2:33]1.[H-:23].[H-:26].[H-:27].[H-:28].[Li+:25]>>[CH2:1]([CH3:2])[c:3]1[cH:4][c:5]2[c:9]([cH:10][c:11]1[CH2:12][CH3:13])[CH2:8][CH:7]([NH:14][CH2:15][c:16]1[cH:17][cH:18][cH:19][cH:20][cH:21]1)[CH2:6]2. The reactants are NC1=NC=C(N=C1Br)C (2-Amino-3-bromo-5-methylpyrazine), C[O-].[Na+] (sodium methoxide), [Na] (sodium). Run in CO (methanol), CO (methanol). The product is NC1=NC=C(N=C1OC)C (2-amino-3-methoxy-5-methylpyrazine). The yield is 75.0%. As a reaction SMILES: [NH2:1][C:2]1[C:7](Br)=[N:6][C:5]([CH3:9])=[CH:4][N:3]=1.[CH3:10][O-:11].[Na+].[Na]>CO>[NH2:1][C:2]1[C:7]([O:11][CH3:10])=[N:6][C:5]([CH3:9])=[CH:4][N:3]=1 |f:1.2,^1:12|. Reported procedure: 2-Amino-3-bromo-5-methylpyrazine (0.374 g) was added to a freshly prepared solution of sodium methoxide in methanol (made by addition of sodium (0.115 g) to methanol (6 ml). The reaction mixture was heated under reflux for 18 hours, cooled to ambient temperature and the solvent removed by evaporation. Water (5 ml) was added to the residue and extracted with dichloromethane (3×20 ml). The combined organic extracts were dried (MgSO4) and the solvent removed by evaporation. The residue was purified...